From a dataset of the Open Reaction Database (ORD), a public repository of structured organic reaction records. describe an organic reaction: reactants, conditions, products, and yield Reactants: C(C)(C)(C)OC(=O)N[C@@H](COCC1=CC=CC=C1)C(=O)O (N-tert-butyloxycarbonyl-O-benzyl-L-serine), N[C@H]1CC2CC[C@H]3[C@@H]4CC[C@H]([C@@H](CCCC(C)C)C)[C@]4(CC[C@@H]3[C@]2(CC1)C)C (3α-aminocholestane). Product: C(C)(C)(C)OC(=O)N[C@@H](COCC1=CC=CC=C1)C(=O)N[C@H]1CC2CC[C@H]3[C@@H]4CC[C@H]([C@@H](CCCC(C)C)C)[C@]4(CC[C@@H]3[C@]2(CC1)C)C (3α-N-(N-tert-butyloxycarbonyl-O-benzyl-L-seryl)aminocholestane). The yield is 90.4%. Reaction SMILES: [C:1]([O:5][C:6]([NH:8][C@H:9]([C:19]([OH:21])=O)[CH2:10][O:11][CH2:12][C:13]1[CH:18]=[CH:17][CH:16]=[CH:15][CH:14]=1)=[O:7])([CH3:4])([CH3:3])[CH3:2].[NH2:22][C@@H:23]1[CH2:47][CH2:46][C@@:45]2([CH3:48])[CH:25]([CH2:26][CH2:27][C@@H:28]3[C@@H:44]2[CH2:43][CH2:42][C@@:41]2([CH3:49])[C@H:29]3[CH2:30][CH2:31][C@@H:32]2[C@H:33]([CH3:40])[CH2:34][CH2:35][CH2:36][CH:37]([CH3:39])[CH3:38])[CH2:24]1>>[C:1]([O:5][C:6]([NH:8][C@H:9]([C:19]([NH:22][C@@H:23]1[CH2:47][CH2:46][C@@:45]2([CH3:48])[CH:25]([CH2:26][CH2:27][C@@H:28]3[C@@H:44]2[CH2:43][CH2:42][C@@:41]2([CH3:49])[C@H:29]3[CH2:30][CH2:31][C@@H:32]2[C@H:33]([CH3:40])[CH2:34][CH2:35][CH2:36][CH:37]([CH3:39])[CH3:38])[CH2:24]1)=[O:21])[CH2:10][O:11][CH2:12][C:13]1[CH:14]=[CH:15][CH:16]=[CH:17][CH:18]=1)=[O:7])([CH3:2])([CH3:3])[CH3:4]. Procedure details: By using N-tert-butyloxycarbonyl-O-benzyl-L-serine (2.28 g, 7.72 mmol) and 3α-aminocholestane (3.00 g, 7.74 mmol), the title compound was obtained in the same manner as in Synthetic Example BB1 (4.64 g, yield; 90.4%). Procedure details: The title compound is synthesized analogously to example 25 from 220 mg (0.908 mmol) of 3-fluoro-4-(1H-pyrrolo[2,3-b]pyridin-4-yloxy)aniline (from example XIX) and 195 mg (0.908 mmol) of ethyl(2-amino-6-chloropyrimidin-4-yl)acetate (from example LXIX). RXN SMILES: [F:1][C:2]1[CH:3]=[C:4]([CH:6]=[CH:7][C:8]=1[O:9][C:10]1[CH:15]=[CH:14][N:13]=[C:12]2[NH:16][CH:17]=[CH:18][C:11]=12)[NH2:5].[CH2:19]([O:21][C:22](=[O:32])[CH2:23][C:24]1[CH:29]=[C:28](Cl)[N:27]=[C:26]([NH2:31])[N:25]=1)[CH3:20]>>[CH2:19]([O:21][C:22](=[O:32])[CH2:23][C:24]1[CH:29]=[C:28]([NH:5][C:4]2[CH:6]=[CH:7][C:8]([O:9][C:10]3[CH:15]=[CH:14][N:13]=[C:12]4[NH:16][CH:17]=[CH:18][C:11]=34)=[C:2]([F:1])[CH:3]=2)[N:27]=[C:26]([NH2:31])[N:25]=1)[CH3:20]. Yields the product C(C)OC(CC1=NC(=NC(=C1)NC1=CC(=C(C=C1)OC1=C2C(=NC=C1)NC=C2)F)N)=O (Ethyl(2-amino-6-{[3-fluoro-4-(1H-pyrrolo[2,3-b]pyridin-4-yloxy)phenyl]-amino}pyrimidin-4-yl)acetate). Reactants: FC=1C=C(N)C=CC1OC1=C2C(=NC=C1)NC=C2 (3-Fluoro-4-(1H-pyrrolo[2,3-b]pyridin-4-yloxy)aniline), C(C)OC(CC1=NC(=NC(=C1)Cl)N)=O (ethyl(2-amino-6-chloropyrimidin-4-yl)acetate). Starting materials: NC=1C=C(C(=O)NC2=C(C=C(C=C2C)C(C(F)(F)F)(C(F)(F)F)F)C)C=CC1N(C)C (3-Amino-4-dimethylamino-N-[2,6-dimethyl-4-(1,2,2,2-tetrafluoro-1-trifluoromethyl-ethyl)-phenyl]-benzamide), C([O-])(O)=O.[Na+] (sodium bicarbonate), C(#N)C1=CC=C(C(=O)Cl)C=C1 (4-Cyano-benzoyl chloride). The solvent is C(C)(=O)OCC (ethyl acetate). Run at time 18 hour. The product is C(#N)C1=CC=C(C(=O)NC=2C=C(C(=O)NC3=C(C=C(C=C3C)C(C(F)(F)F)(C(F)(F)F)F)C)C=CC2N(C)C)C=C1 (3-(4-Cyano-benzoylamino)-4-dimethylamino-N-[2,6-dimethyl-4-(1,2,2,2-tetrafluoro-1-trifluoromethyl-ethyl)-phenyl]-benzamide). Yield: 95.0%. RXN SMILES: [NH2:1][C:2]1[CH:3]=[C:4]([CH:26]=[CH:27][C:28]=1[N:29]([CH3:31])[CH3:30])[C:5]([NH:7][C:8]1[C:13]([CH3:14])=[CH:12][C:11]([C:15]([F:24])([C:20]([F:23])([F:22])[F:21])[C:16]([F:19])([F:18])[F:17])=[CH:10][C:9]=1[CH3:25])=[O:6].C(=O)(O)[O-].[Na+].[C:37]([C:39]1[CH:47]=[CH:46][C:42]([C:43](Cl)=[O:44])=[CH:41][CH:40]=1)#[N:38]>C(OCC)(=O)C>[C:37]([C:39]1[CH:47]=[CH:46][C:42]([C:43]([NH:1][C:2]2[CH:3]=[C:4]([CH:26]=[CH:27][C:28]=2[N:29]([CH3:31])[CH3:30])[C:5]([NH:7][C:8]2[C:13]([CH3:14])=[CH:12][C:11]([C:15]([F:24])([C:20]([F:21])([F:22])[F:23])[C:16]([F:18])([F:19])[F:17])=[CH:10][C:9]=2[CH3:25])=[O:6])=[O:44])=[CH:41][CH:40]=1)#[N:38] |f:1.2|. Procedure details: 3-Amino-4-dimethylamino-N-[2,6-dimethyl-4-(1,2,2,2-tetrafluoro-1-trifluoromethyl-ethyl)-phenyl]-benzamide (200 mg, 0.44 mmol) (see Example I9) was dissolved in a biphasic mixture of ethyl acetate (4 ml) and aqueous sodium bicarbonate (1N) (4 ml). 4-Cyano-benzoyl chloride (75 mg, 0.44 mmol) was added under vigorous stirring. The reaction mixture was stirred for 18 hours at ambient temperature. The phases were separated, the organic phase was dried over sodium sulfate and concentrated. Purificatio... Starting materials: CCOC(=O)c1sc(S(C)(=O)=O)c(C#N)c1-c1ccc(C(C)(C)C)cc1, CC[Zn]CC, ClCCl. Yields the product CCOC(=O)c1sc(CC)c(C#N)c1-c1ccc(C(C)(C)C)cc1. As a reaction SMILES: [CH2:6]([CH3:7])[O:8][C:9](=[O:10])[c:11]1[s:12][c:13]([S:28]([CH3:29])(=[O:30])=[O:31])[c:14]([C:26]#[N:27])[c:15]1-[c:16]1[cH:17][cH:18][c:19]([C:22]([CH3:23])([CH3:24])[CH3:25])[cH:20][cH:21]1.[CH3:1][CH2:2][Zn:3][CH2:4][CH3:5].[Cl:32][CH2:33][Cl:34]>>[CH2:4]([CH3:5])[c:13]1[s:12][c:11]([C:9]([O:8][CH2:6][CH3:7])=[O:10])[c:15](-[c:16]2[cH:17][cH:18][c:19]([C:22]([CH3:23])([CH3:24])[CH3:25])[cH:20][cH:21]2)[c:14]1[C:26]#[N:27]. Reactants: FC=1C=C(C(=O)CCC(=O)O)C=CC1OC (3-(3-fluoro-4-methoxybenzoyl)propionic acid), FC=1C=C(C(=O)CCC(=O)N2[C@H](C(=O)O)CCC2)C=CC1OC (1-[3-(3-fluoro-4-methoxybenzoyl)propionyl]-L-proline), C(C)(=S)[O-].[K+] (potassium thioacetate), hydroxysuccinimide ester, N1[C@H](C(=O)O)CCC1 (L-proline). Solvent: C(C)O.O (ethanol water). Yields the product C(C)(=O)SC(CC(=O)N1[C@H](C(=O)O)CCC1)C(C1=CC(=C(C=C1)OC)F)=O (1-[3-Acetylthio-3-(3-fluoro-4-methoxybenzoyl)propionyl]-L-proline). RXN SMILES: FC1C=C(C=CC=1OC)C(CCC(O)=O)=O.N1CCC[C@H]1C(O)=O.[F:25][C:26]1[CH:27]=[C:28]([CH:43]=[CH:44][C:45]=1[O:46][CH3:47])[C:29]([CH2:31][CH2:32][C:33]([N:35]1[CH2:42][CH2:41][CH2:40][C@H:36]1[C:37]([OH:39])=[O:38])=[O:34])=[O:30].[C:48]([O-:51])(=[S:50])[CH3:49].[K+]>C(O)C.O>[C:48]([S:50][CH:31]([C:29](=[O:30])[C:28]1[CH:43]=[CH:44][C:45]([O:46][CH3:47])=[C:26]([F:25])[CH:27]=1)[CH2:32][C:33]([N:35]1[CH2:42][CH2:41][CH2:40][C@H:36]1[C:37]([OH:39])=[O:38])=[O:34])(=[O:51])[CH3:49] |f:3.4,5.6|. Reported procedure: As described in Example 15, the preceding compound is converted to 3-(3-fluoro-4-methoxybenzoyl)propionic acid, hydroxysuccinimide ester and coupled to L-proline as in Example 16. The 1-[3-(3-fluoro-4-methoxybenzoyl)propionyl]-L-proline m.p. 180°-182° C. is brominated as in Example 20 and the product reacted with potassium thioacetate in ethanol-water as in Example 21 to give the product of the Example as a glass. Reactants: FC=1C(=NC2=CC=CC(=C2N1)C1=CC=2C(NCCC2N1)=O)C (2-(3-fluoro-2-methylquinoxalin-5-yl)-6,7-dihydro-1H-pyrrolo[3,2-c]pyridin-4(5H)-one), Cl.CC1(CCOCC1)N (4-methyltetrahydro-2H-pyran-4-amine hydrochloride), CCN(C(C)C)C(C)C (DIPEA). Reaction conditions: temperature 100 celsius. Yields the product CC1=NC2=CC=CC(=C2N=C1NC1(CCOCC1)C)C1=CC=2C(NCCC2N1)=O (2-(2-methyl-3-((4-methyltetrahydro-2H-pyran-4-yl)amino)quinoxalin-5-yl)-6,7-dihydro-1H-pyrrolo[3,2-c]pyridin-4(5H)-one). Isolated yield 6.0%. As a reaction SMILES: F[C:2]1[C:3]([CH3:22])=[N:4][C:5]2[C:10]([N:11]=1)=[C:9]([C:12]1[NH:20][C:19]3[CH2:18][CH2:17][NH:16][C:15](=[O:21])[C:14]=3[CH:13]=1)[CH:8]=[CH:7][CH:6]=2.Cl.[CH3:24][C:25]1([NH2:31])[CH2:30][CH2:29][O:28][CH2:27][CH2:26]1.CCN(C(C)C)C(C)C>>[CH3:22][C:3]1[C:2]([NH:31][C:25]2([CH3:24])[CH2:30][CH2:29][O:28][CH2:27][CH2:26]2)=[N:11][C:10]2[C:5](=[CH:6][CH:7]=[CH:8][C:9]=2[C:12]2[NH:20][C:19]3[CH2:18][CH2:17][NH:16][C:15](=[O:21])[C:14]=3[CH:13]=2)[N:4]=1 |f:1.2|. Reported procedure: Prepared similarly to that described in Example 131 using 2-(3-fluoro-2-methylquinoxalin-5-yl)-6,7-dihydro-1H-pyrrolo[3,2-c]pyridin-4(5H)-one (Example 126; 48 mg, 0.162 mmol), 4-methyltetrahydro-2H-pyran-4-amine hydrochloride (49.1 mg, 0.324 mmol, Biofine International, Blaine, Wash.), and DIPEA (141 μl, 0.810 mmol), heating at 100° C. for 20 h. Purification by silica gel (100% DCM to 5% MeOH/DCM) provided 2-(2-methyl-3-((4-methyltetrahydro-2H-pyran-4-yl)amino)quinoxalin-5-yl)-6,7-dihydro-1H-pyr...